This data is from the Open Reaction Database (ORD), a public repository of structured organic reaction records. The task is: describe an organic reaction: reactants, conditions, products, and yield Starting materials: CC(=O)O (HOAc), C(#N)C=1N=CC(=NC1NC1=CSC2=NC=CC=C21)N[C@@H](C(=O)N)CC2CC2 ((R)-2-(5-cyano-6-(thieno[2,3-b]pyridin-3-ylamino)pyrazin-2-ylamino)-3-cyclopropylpropanamide), [OH-].[Na+] (NaOH), OO (H2O2). Run in CCO (EtOH), CS(=O)C (DMSO). Run at time 30 minute. The product is NC([C@@H](CC1CC1)NC=1N=C(C(=NC1)C(=O)N)NC1=CSC2=NC=CC=C21)=O ((R)-5-(1-amino-3-cyclopropyl-1-oxoprop an-2-ylamino)-3-(thieno[2,3-b]pyridin-3-ylamino)pyrazine-2-carboxamide). RXN SMILES: [C:1]([C:3]1[N:4]=[CH:5][C:6]([NH:19][C@H:20]([CH2:24][CH:25]2[CH2:27][CH2:26]2)[C:21]([NH2:23])=[O:22])=[N:7][C:8]=1[NH:9][C:10]1[C:18]2[C:13](=[N:14][CH:15]=[CH:16][CH:17]=2)[S:12][CH:11]=1)#[N:2].[OH-].[Na+].OO.CC(O)=[O:34]>CCO.CS(C)=O>[NH2:23][C:21](=[O:22])[C@H:20]([NH:19][C:6]1[N:7]=[C:8]([NH:9][C:10]2[C:18]3[C:13](=[N:14][CH:15]=[CH:16][CH:17]=3)[S:12][CH:11]=2)[C:3]([C:1]([NH2:2])=[O:34])=[N:4][CH:5]=1)[CH2:24][CH:25]1[CH2:26][CH2:27]1 |f:1.2|. Procedure: A mixture of (R)-2-(6-chloro-5-cyanopyrazin-2-ylamino)-3-cyclopropylpropanamide (78 mg, 0.293 mmol), thieno[2,3-b]pyridin-3-amine (60 mg, 0.400 mmol), K2CO3 (70 mg, 0.507 mmol), BINAP (25 mg, 0.040 mmol) and Pd(OAc)2 (10 mg, 0.044 mmol) in dioxane (2 mL) was degassed with Ar, then was stirred at 110 C for 3 h. The mixture was concentrated in vacuo. The residue was purified by HPLC to give (R)-2-(5-cyano-6-(thieno[2,3-b]pyridin-3-ylamino)pyrazin-2-ylamino)-3-cyclopropylpropanamide (33 mg). The co... Reactants: CC(C)(C)OC(=O)N1CCC(=O)CC1, C1CCNC1, CCO, O=[N+]([O-])c1ccc2[nH]ccc2c1. Yields the product CC(C)(C)OC(=O)N1CC=C(c2c[nH]c3ccc([N+](=O)[O-])cc23)CC1. RXN SMILES: [C:18](=[O:19])([O:20][C:21]([CH3:22])([CH3:23])[CH3:24])[N:25]1[CH2:26][CH2:27][C:28](=[O:31])[CH2:29][CH2:30]1.[CH2:13]1[CH2:14][NH:15][CH2:16][CH2:17]1.[CH3:32][CH2:33][OH:34].[N+:1](=[O:2])([O-:3])[c:4]1[cH:5][c:6]2[cH:7][cH:8][nH:9][c:10]2[cH:11][cH:12]1>>[N+:1](=[O:2])([O-:3])[c:4]1[cH:5][c:6]2[c:7]([C:28]3=[CH:27][CH2:26][N:25]([C:18](=[O:19])[O:20][C:21]([CH3:22])([CH3:23])[CH3:24])[CH2:30][CH2:29]3)[cH:8][nH:9][c:10]2[cH:11][cH:12]1. Reactants: S(=O)(Cl)Cl (Thionyl chloride), C(CCCCC)OC1=CC=C(C(=O)O)C=C1 (4-hexyloxybenzoic acid). The product is C(CCCCC)OC1=CC=C(C(=O)Cl)C=C1 (4-hexyloxybenzoyl chloride). The yield is 97.9%. As a reaction SMILES: S(Cl)([Cl:3])=O.[CH2:5]([O:11][C:12]1[CH:20]=[CH:19][C:15]([C:16](O)=[O:17])=[CH:14][CH:13]=1)[CH2:6][CH2:7][CH2:8][CH2:9][CH3:10]>>[CH2:5]([O:11][C:12]1[CH:20]=[CH:19][C:15]([C:16]([Cl:3])=[O:17])=[CH:14][CH:13]=1)[CH2:6][CH2:7][CH2:8][CH2:9][CH3:10]. Procedure: Thionyl chloride (485 g of 98%, 4.00 mol) was added dropwise to 300 g (1.35 mol) of 4-hexyloxybenzoic acid. The resulting mixture was refluxed under nitrogen for 2 hours. Distillation yielded 318 g (98%) of 4-hexyloxybenzoyl chloride [boiling point 149°-153° C. (7.5 mm)]. The reactants are CCc1ccc(-c2ccc(CO)cc2)cc1, C1CCOC1, CN(C)CC1CCc2cc(NS(=O)(=O)c3ccc4ccccc4c3)ccc2C1, Cl, CCOC(=O)N=NC(=O)OCC, c1ccc(P(c2ccccc2)c2ccccc2)cc1. Product: CCc1ccc(-c2ccc(COc3ccc4c(c3)CCC(CN(C)C)C4)cc2)cc1, Cl. As a reaction SMILES: [CH2:30]([CH3:31])[c:32]1[cH:33][cH:34][c:35](-[c:38]2[cH:39][cH:40][c:41]([CH2:44][OH:45])[cH:42][cH:43]2)[cH:36][cH:37]1.[CH2:77]1[O:78][CH2:79][CH2:80][CH2:81]1.[CH3:2][N:3]([CH3:4])[CH2:5][CH:6]1[CH2:7][c:8]2[cH:9][cH:10][c:11]([NH:16][S:17]([c:18]3[cH:19][cH:20][c:21]4[c:22]([cH:23][cH:24][cH:25][cH:26]4)[cH:27]3)(=[O:28])=[O:29])[cH:12][c:13]2[CH2:14][CH2:15]1.[ClH:1].[O:65]=[C:66]([O:67][CH2:68][CH3:69])[N:70]=[N:71][C:72]([O:73][CH2:74][CH3:75])=[O:76].[c:46]1([P:47]([c:48]2[cH:49][cH:50][cH:51][cH:52][cH:53]2)[c:54]2[cH:55][cH:56][cH:57][cH:58][cH:59]2)[cH:60][cH:61][cH:62][cH:63][cH:64]1>>[CH3:2][N:3]([CH3:4])[CH2:5][CH:6]1[CH2:7][c:8]2[cH:9][cH:10][c:11]([O:45][CH2:44][c:41]3[cH:40][cH:39][c:38](-[c:35]4[cH:34][cH:33][c:32]([CH2:30][CH3:31])[cH:37][cH:36]4)[cH:43][cH:42]3)[cH:12][c:13]2[CH2:14][CH2:15]1.[ClH:1]. Reactants: O=P(Cl)(Cl)Cl (POCl3), CN(C=O)C (N,N-dimethyl formamide), ClC1=NC=2N(C(=C1C)Cl)N=CC2 (5,7-Dichloro-6-methylpyrazolo[1,5-a]pyrimidine), [OH-].[Na+] (sodium hydroxide). Reaction conditions: temperature 70 celsius, time 5 minute. The product is ClC1=NC=2N(C(=C1C)Cl)N=CC2C=O (5,7-dichloro-6-methylpyrazolo[1,5-a]pyrimidine-3-carbaldehyde). RXN SMILES: O=P(Cl)(Cl)Cl.[Cl:6][C:7]1[C:12]([CH3:13])=[C:11]([Cl:14])[N:10]2[N:15]=[CH:16][CH:17]=[C:9]2[N:8]=1.[OH-].[Na+].CN(C)[CH:22]=[O:23]>>[Cl:6][C:7]1[C:12]([CH3:13])=[C:11]([Cl:14])[N:10]2[N:15]=[CH:16][C:17]([CH:22]=[O:23])=[C:9]2[N:8]=1 |f:2.3|. Procedure details: To N,N-dimethyl formamide (9 mL) under nitrogen at room temperature was added POCl3 (3mL) and the resulting slurry was stirred for 5 min. 5,7-Dichloro-6-methylpyrazolo[1,5-a]pyrimidine (5 g) was slowly added and resulting thick mixture was heated at 70° C. for 3 h. The mixture was poured onto ice and basified with sodium hydroxide (5 g). The residue was filtered and the dried precipitate chromatographed on silica gel (eluting with CH2Cl2→20% ethyl acetate/CH2Cl2) to give the title compound (3.74... Starting materials: C1C(CCC2=CC=CC=C12)=O (2-tetralone), C(C)(C)[N-]C(C)C.[Li+] (lithium diisopropylamide), C(OC)(OC)=O (dimethyl carbonate). Run in O1CCCC1 (tetrahydrofuran). Run at temperature 0 celsius, time 1 hour. Product: OC1=C(C2=CC=CC=C2CC1)C(=O)OC (3,4-Dihydro-2-hydroxynaphthalenecarboxylic Acid, Methyl Ester). Isolated yield 100.0%. As a reaction SMILES: [CH2:1]1[C:10]2[C:5](=[CH:6][CH:7]=[CH:8][CH:9]=2)[CH2:4][CH2:3][C:2]1=[O:11].C([N-]C(C)C)(C)C.[Li+].[C:20](=O)([O:23]C)[O:21][CH3:22]>O1CCCC1>[OH:11][C:2]1[CH2:3][CH2:4][C:5]2[C:10](=[CH:9][CH:8]=[CH:7][CH:6]=2)[C:1]=1[C:20]([O:21][CH3:22])=[O:23] |f:1.2|. Procedure details: To a stirred solution of 2-tetralone (25.0 g, 171 mmol) in dry tetrahydrofuran (250 ml) at 0° C. under argon was added lithium diisopropylamide (111 ml, 2M solution, 222 mmol). After stirring at 0° C. for 1 h, dimethyl carbonate was added (145 ml, 1710 mmol). After stirring at 0° C. for 0.5 h, the reaction mixture was warmed to room temperature, and then heated at reflux for 16 h. The mixture was then cooled to 0° C. and quenched with hydrochloric acid (1M, 450 ml). The resulting mixture was ext... The reactants are OC(CN1C[C@H](CCC1)C(=O)OCC)(C)C1=CC=C(C=C1)/C(/N)=N/O ((3S)-ethyl 1-(2-hydroxy-2-(4-((Z)-N′-hydroxycarbamimidoyl)phenyl)propyl)piperidine-3-carboxylate), C1(=CC=CC=C1)C1=NOC(=C1C(F)(F)F)C(=O)F (3-phenyl-4-(trifluoromethyl)isoxazole-5-carbonyl fluoride), CCN(C(C)C)C(C)C (DIEA), CCCC[N+](CCCC)(CCCC)CCCC.[F-] (TBAF), C1CCOC1 (THF). The solvent is C(C)#N (acetonitrile). Run at time 2 hour. Product: OC(CN1C[C@H](CCC1)C(=O)O)(C)C1=CC=C(C=C1)C1=NOC(=N1)C1=C(C(=NO1)C1=CC=CC=C1)C(F)(F)F ((35)-1-(2-hydroxy-2-(4-(5-(3-phenyl-4-(trifluoromethyl)isoxazol-5-yl)-1,2,4-oxadiazol-3-yl)phenyl)propyl)piperidine-3-carboxylic acid). Isolated yield 10.7%. RXN SMILES: [OH:1][C:2]([C:16]1[CH:21]=[CH:20][C:19](/[C:22](=[N:24]/[OH:25])/[NH2:23])=[CH:18][CH:17]=1)([CH3:15])[CH2:3][N:4]1[CH2:9][CH2:8][CH2:7][C@H:6]([C:10]([O:12]CC)=[O:11])[CH2:5]1.[C:26]1([C:32]2[C:36]([C:37]([F:40])([F:39])[F:38])=[C:35]([C:41](F)=O)[O:34][N:33]=2)[CH:31]=[CH:30][CH:29]=[CH:28][CH:27]=1.CCN(C(C)C)C(C)C.CCCC[N+](CCCC)(CCCC)CCCC.[F-].C1COCC1>C(#N)C>[OH:1][C:2]([C:16]1[CH:17]=[CH:18][C:19]([C:22]2[N:23]=[C:41]([C:35]3[O:34][N:33]=[C:32]([C:26]4[CH:31]=[CH:30][CH:29]=[CH:28][CH:27]=4)[C:36]=3[C:37]([F:40])([F:38])[F:39])[O:25][N:24]=2)=[CH:20][CH:21]=1)([CH3:15])[CH2:3][N:4]1[CH2:9][CH2:8][CH2:7][C@H:6]([C:10]([OH:12])=[O:11])[CH2:5]1 |f:3.4|. Reported procedure: To a mixture of (3S)-ethyl 1-(2-hydroxy-2-(4-((Z)-N′-hydroxycarbamimidoyl)phenyl)propyl)piperidine-3-carboxylate (72 mg, 0.206 mmol) and 3-phenyl-4-(trifluoromethyl)isoxazole-5-carbonyl fluoride (53.4 mg, 0.206 mmol) in acetonitrile (5 mL) was added DIEA (0.072 mL, 0.412 mmol). After 2 hr, TBAF in THF (0.206 mL, 0.206 mmol) was added and the reaction was stirred overnight at RT. The reaction mixture was filtered and purified by HPLC. HPLC conditions: PHENOMENEX® Luna C18 5 micron column (250×30 ...